Task: describe an organic reaction: reactants, conditions, products, and yield. Dataset: the Open Reaction Database (ORD), a public repository of structured organic reaction records Run in C(C)O (ethanol). Product: FC(C)(F)C1=NN2C(N=C(C=C2NC2=CC=C(C=C2)S(F)(F)(F)(F)F)C)=N1 (2-(1,1-difluoroethyl)-5-methyl-N-[4-(pentafluoro-λ6-sulfanyl)phenyl][1,2,4]triazolo[1,5-a]pyrimidin-7-amine). Procedure details: A suspension of Intermediate 3 (5.84 g, 25.09 mmol) and 4-aminophenylsulfur pentafluoride (MANCHESTER, 5.5 g, 25.09 mmol) in ethanol (150 mL) was heated at 50° C. for 1 h. Heating resulted in the precipitation of a solid. The reaction mixture was concentrated under vacuum, redissolved in DCM (300 mL) and washed with aq. Na2CO3 (2×350 mL). The organic layer was dried over Na2SO4 and filtered. Then 8 g of silica gel were added and the mixture was concentrated under vacuum to dryness. The residue w... Starting materials: ClC1=CC(=NC=2N1N=C(N2)C(C)(F)F)C (7-chloro-2-(1,1-difluoroethyl)-5-methyl[1,2,4]triazolo[1,5-a]pyrimidine), NC1=CC=C(C=C1)S(F)(F)(F)(F)F (4-aminophenylsulfur pentafluoride). Conditions: temperature 50 celsius. Reaction SMILES: Cl[C:2]1[N:7]2[N:8]=[C:9]([C:11]([F:14])([F:13])[CH3:12])[N:10]=[C:6]2[N:5]=[C:4]([CH3:15])[CH:3]=1.[NH2:16][C:17]1[CH:22]=[CH:21][C:20]([S:23]([F:28])([F:27])([F:26])([F:25])[F:24])=[CH:19][CH:18]=1>C(O)C>[F:13][C:11]([C:9]1[N:10]=[C:6]2[N:5]=[C:4]([CH3:15])[CH:3]=[C:2]([NH:16][C:17]3[CH:22]=[CH:21][C:20]([S:23]([F:28])([F:24])([F:25])([F:26])[F:27])=[CH:19][CH:18]=3)[N:7]2[N:8]=1)([F:14])[CH3:12]. Reactants: FC1=C(N)C=CC=C1 (2-fluoroaniline), C([O-])([O-])=O.[K+].[K+] (potassium carbonate), FC1=C(C=CC=C1)[N+](=O)[O-] (2-fluoronitrobenzene), O (water). The reagents and catalysts are [Cu]I (copper(I)iodide). The product is FC1=C(C=CC=C1)NC1=C(C=CC=C1)[N+](=O)[O-] ((2-Fluoro-phenyl)-(2-nitro-phenyl)-amine). As a reaction SMILES: [F:1][C:2]1[CH:8]=[CH:7][CH:6]=[CH:5][C:3]=1[NH2:4].C(=O)([O-])[O-].[K+].[K+].O.F[C:17]1[CH:22]=[CH:21][CH:20]=[CH:19][C:18]=1[N+:23]([O-:25])=[O:24]>[Cu]I>[F:1][C:2]1[CH:8]=[CH:7][CH:6]=[CH:5][C:3]=1[NH:4][C:17]1[CH:22]=[CH:21][CH:20]=[CH:19][C:18]=1[N+:23]([O-:25])=[O:24] |f:1.2.3|. Procedure details: A mixture of 2-fluoroaniline (5.0 g), potassium carbonate (2.5 g) and copper(I)iodide (414 mg) in 2-fluoronitrobenzene (16.9 ml) was heated to 180° under nitrogen for 18 h. The cooled mixture was poured into water (300 ml) and extracted with ethyl acetate (2×250 ml) then the combined extracts were washed with saturated brine and evaporated. The residual brown oil was azeotroped with ethanol/water then toluene. The residue was chromatographed with hexane-DE (100:0 to 95:5) to give the title compo... Reactants: [BH4-], Cn1cc(-c2ccccc2)nc1C=O, [Na+], C1CCOC1, O. Product: Cn1cc(-c2ccccc2)nc1CO. As a reaction SMILES: [BH4-:15].[CH3:1][n:2]1[c:3]([CH:13]=[O:14])[n:4][c:5](-[c:7]2[cH:8][cH:9][cH:10][cH:11][cH:12]2)[cH:6]1.[Na+:16].[O:18]1[CH2:19][CH2:20][CH2:21][CH2:22]1.[OH2:17]>>[CH3:1][n:2]1[c:3]([CH2:13][OH:14])[n:4][c:5](-[c:7]2[cH:8][cH:9][cH:10][cH:11][cH:12]2)[cH:6]1. The reactants are ClC1=C(C=C(C=C1)[C@H](N)C1=NN(C=C1)C)F ((S)-(4-chloro-3-fluorophenyl)(1-methyl-1H-pyrazol-3-yl)methanamine), FC1=C2C=NC(=NC2=CC(=C1)C(=O)O)NCCCF (5-fluoro-2-(3-fluoro-propylamino)-quinazoline-7-carboxylic acid), FC=1C=C(C=CC1OC)[C@H](N)C=1C=NN(C1)C ((S)-(3-fluoro-4-methoxyphenyl)(1-methyl-1H-pyrazol-4-yl)methanamine), 84b. Yields the product FC=1C=C(C=CC1OC)[C@@H](C=1C=NN(C1)C)NC(=O)C1=CC(=C2C=NC(=NC2=C1)NCCCF)F (5-Fluoro-2-(3-fluoro-propylamino)-quinazoline-7-carboxylic acid [(S)-(3-fluoro-4-methoxy-phenyl)-(1-methyl-1H-pyrazol-4-yl)-methyl]-amide). RXN SMILES: ClC1C=CC([C@@H](C2C=CN(C)N=2)N)=CC=1F.[F:17][C:18]1[CH:19]=[C:20]([C@@H:26]([C:28]2[CH:29]=[N:30][N:31]([CH3:33])[CH:32]=2)[NH2:27])[CH:21]=[CH:22][C:23]=1[O:24][CH3:25].[F:34][C:35]1[CH:44]=[C:43]([C:45](O)=[O:46])[CH:42]=[C:41]2[C:36]=1[CH:37]=[N:38][C:39]([NH:48][CH2:49][CH2:50][CH2:51][F:52])=[N:40]2>>[F:17][C:18]1[CH:19]=[C:20]([C@H:26]([NH:27][C:45]([C:43]2[CH:42]=[C:41]3[C:36]([CH:37]=[N:38][C:39]([NH:48][CH2:49][CH2:50][CH2:51][F:52])=[N:40]3)=[C:35]([F:34])[CH:44]=2)=[O:46])[C:28]2[CH:29]=[N:30][N:31]([CH3:33])[CH:32]=2)[CH:21]=[CH:22][C:23]=1[O:24][CH3:25]. Procedure details: 5-Fluoro-2-(3-fluoro-propylamino)-quinazoline-7-carboxylic acid [(S)-(3-fluoro-4-methoxy-phenyl)-(1-methyl-1H-pyrazol-4-yl)-methyl]-amide (I-59) was prepared analogously except 32b was replaced with 40f and 84b was replaced with 87b. The reactants are O=C([O-])[O-], C1COCCO1, CB(O)O, O=Cc1cc(-c2ccccc2F)n(S(=O)(=O)c2ccc(Cl)nc2)c1, [K+], [K+], [Na+], O=C([O-])O, c1ccc(P(c2ccccc2)(c2ccccc2)[Pd](P(c2ccccc2)(c2ccccc2)c2ccccc2)(P(c2ccccc2)(c2ccccc2)c2ccccc2)P(c2ccccc2)(c2ccccc2)c2ccccc2)cc1. The product is Cc1ccc(S(=O)(=O)n2cc(C=O)cc2-c2ccccc2F)cn1. As a reaction SMILES: [C:29](=[O:30])([O-:31])[O-:32].[CH2:117]1[O:118][CH2:119][CH2:120][O:121][CH2:122]1.[CH3:25][B:26]([OH:27])[OH:28].[Cl:1][c:2]1[cH:3][cH:4][c:5]([S:8](=[O:9])(=[O:10])[n:11]2[cH:12][c:13]([CH:23]=[O:24])[cH:14][c:15]2-[c:16]2[c:17]([F:22])[cH:18][cH:19][cH:20][cH:21]2)[cH:6][n:7]1.[K+:33].[K+:34].[Na+:35].[OH:36][C:37](=[O:38])[O-:39].[cH:40]1[cH:41][cH:42][c:43]([P:44]([Pd:45]([P:46]([c:47]2[cH:48][cH:49][cH:50][cH:51][cH:52]2)([c:53]2[cH:54][cH:55][cH:56][cH:57][cH:58]2)[c:59]2[cH:60][cH:61][cH:62][cH:63][cH:64]2)([P:65]([c:66]2[cH:67][cH:68][cH:69][cH:70][cH:71]2)([c:72]2[cH:73][cH:74][cH:75][cH:76][cH:77]2)[c:78]2[cH:79][cH:80][cH:81][cH:82][cH:83]2)[P:84]([c:85]2[cH:86][cH:87][cH:88][cH:89][cH:90]2)([c:91]2[cH:92][cH:93][cH:94][cH:95][cH:96]2)[c:97]2[cH:98][cH:99][cH:100][cH:101][cH:102]2)([c:103]2[cH:104][cH:105][cH:106][cH:107][cH:108]2)[c:109]2[cH:110][cH:111][cH:112][cH:113][cH:114]2)[cH:115][cH:116]1>>[c:2]1([CH3:25])[cH:3][cH:4][c:5]([S:8](=[O:9])(=[O:10])[n:11]2[cH:12][c:13]([CH:23]=[O:24])[cH:14][c:15]2-[c:16]2[c:17]([F:22])[cH:18][cH:19][cH:20][cH:21]2)[cH:6][n:7]1. Starting materials: Cc1onc(C(=O)c2ccc(Cl)cc2)c1[N+](=O)[O-], Cl, [Na+], C1CCOC1, [OH-]. Yields the product Cc1onc(C(=O)c2ccc(Cl)cc2)c1N. Reaction SMILES: [CH3:1][c:2]1[c:3]([N+:16]([O-:17])=[O:18])[c:4]([C:7](=[O:8])[c:9]2[cH:10][cH:11][c:12]([Cl:15])[cH:13][cH:14]2)[n:5][o:6]1.[ClH:26].[Na+:20].[O:21]1[CH2:22][CH2:23][CH2:24][CH2:25]1.[OH-:19]>>[CH3:1][c:2]1[c:3]([NH2:16])[c:4]([C:7](=[O:8])[c:9]2[cH:10][cH:11][c:12]([Cl:15])[cH:13][cH:14]2)[n:5][o:6]1.